The task is: describe an organic reaction: reactants, conditions, products, and yield. This data is from the Open Reaction Database (ORD), a public repository of structured organic reaction records. The reactants are N1=C(C=CC=C1)C=1C(=C2N(N1)CCC2)C2=CC=NC1=CC(=CC=C21)C2=CC=C(C=C2)CCC(=O)O (3-{4-[4-(2-pyridin-2-yl-5,6-dihydro-4H-pyrrolo[1,2-b]pyrazol-3-yl)quinolin-7-yl]phenyl}propionic Acid), Cl (HCl), CO (MeOH). Yields the product COC(CCC1=CC=C(C=C1)C1=CC=C2C(=CC=NC2=C1)C1=C2N(N=C1C1=NC=CC=C1)CCC2)=O (3-{4-[4-(2-pyridin-2-yl-5,6-dihydro-4H-pyrrolo[1,2-b]pyrazol-3-yl-)quinolin-7-yl]phenyl}propionic Acid Methyl Ester). As a reaction SMILES: [N:1]1[CH:6]=[CH:5][CH:4]=[CH:3][C:2]=1[C:7]1[C:8]([C:15]2[C:24]3[C:19](=[CH:20][C:21]([C:25]4[CH:30]=[CH:29][C:28]([CH2:31][CH2:32][C:33]([OH:35])=[O:34])=[CH:27][CH:26]=4)=[CH:22][CH:23]=3)[N:18]=[CH:17][CH:16]=2)=[C:9]2[CH2:14][CH2:13][CH2:12][N:10]2[N:11]=1.Cl.[CH3:37]O>>[CH3:37][O:34][C:33](=[O:35])[CH2:32][CH2:31][C:28]1[CH:27]=[CH:26][C:25]([C:21]2[CH:20]=[C:19]3[C:24]([C:15]([C:8]4[C:7]([C:2]5[CH:3]=[CH:4][CH:5]=[CH:6][N:1]=5)=[N:11][N:10]5[CH2:12][CH2:13][CH2:14][C:9]=45)=[CH:16][CH:17]=[N:18]3)=[CH:23][CH:22]=2)=[CH:30][CH:29]=1. Procedure: Into a 100 mL roundbottom flask is placed 3-{4-[4-(2-pyridin-2-yl-5,6-dihydro-4H-pyrrolo[1,2-b]pyrazol-3-yl)quinolin-7-yl]phenyl}propionic Acid (Example 30 before reverse phase purification) (160 mg, 0.35 mmol), 20 mL of MeOH, and 1.5 mL of conc HCl solution. The mixture is refluxed 3 h, and solvent removed under reduced pressure. The product is partitioned between CH2Cl2 (20 mL) and saturated K2CO3 solution. The organic layer is collected and dried (MgSO4) and concentrated under vacuum. The tit... Reactants: ClC1=NC2=CC=CC=C2C(=N1)N(C)C1=CC=C(C=C1)OC ((2-chloro-quinazolin-4-yl)-(4-methoxy-phenyl)-methyl-amine), C(C)(C)N(CC)C(C)C (diisopropylethylamine), C(CCCN)N (1,4-butanediamine). Solvent: C(CCC)O (n-butanol). Reaction conditions: temperature 105 celsius. Product: NCCCCNC1=NC2=CC=CC=C2C(=N1)N(C)C1=CC=C(C=C1)OC (N2-(4-Aminobutyl)-N4-(4-methoxyphenyl)-N4-methylquinazoline-2,4-diamine). Yield: 39.3%. RXN SMILES: Cl[C:2]1[N:11]=[C:10]([N:12]([C:14]2[CH:19]=[CH:18][C:17]([O:20][CH3:21])=[CH:16][CH:15]=2)[CH3:13])[C:9]2[C:4](=[CH:5][CH:6]=[CH:7][CH:8]=2)[N:3]=1.C(N(C(C)C)CC)(C)C.[CH2:31]([NH2:36])[CH2:32][CH2:33][CH2:34][NH2:35]>C(O)CCC>[NH2:35][CH2:34][CH2:33][CH2:32][CH2:31][NH:36][C:2]1[N:11]=[C:10]([N:12]([C:14]2[CH:19]=[CH:18][C:17]([O:20][CH3:21])=[CH:16][CH:15]=2)[CH3:13])[C:9]2[C:4](=[CH:5][CH:6]=[CH:7][CH:8]=2)[N:3]=1. Reported procedure: To a suspension of (2-chloro-quinazolin-4-yl)-(4-methoxy-phenyl)-methyl-amine (300 mg, 1.0 mmol) in n-butanol (3 mL) and diisopropylethylamine (323 mg, 2.5 mmol) was added 1,4-butanediamine (132 mg, 1.5 mmol). The reaction was heated to 105° C. for 18 h, cooled to room temperature and concentrated. The crude product was purified by chromatography (amine column, i-PrOH/CHCl3, 0-100%) to give 138 mg (39%) of the title compound. 1H NMR (CDCl3) δ 7.5 (d, 1H), 7.4 (t, 1H), 7.15 (d, 2H), 6.95 (d, 2H),... The reactants are ClC1=NC=CN=C1Cl (2,3-dichloropyrazine), ice water, white solid, S(O)(O)(=O)=O (sulfuric acid), S(=O)(=O)([O-])OOS(=O)(=O)[O-].[K+].[K+] (potassium persulfate). Reaction conditions: time 24 hour. Yields the product ClC1=[N+](C=CN=C1Cl)[O-] (2,3-Dichloropyrazine 1-oxide). As a reaction SMILES: [Cl:1][C:2]1[C:7]([Cl:8])=[N:6][CH:5]=[CH:4][N:3]=1.S(=O)(=O)(O)[OH:10].S(OOS([O-])(=O)=O)([O-])(=O)=O.[K+].[K+]>>[Cl:1][C:2]1[C:7]([Cl:8])=[N:6][CH:5]=[CH:4][N+:3]=1[O-:10] |f:2.3.4|. Procedure: To a stirred solution of 750 g. (5 mol) of 2,3-dichloropyrazine* in 5 l. of sulfuric acid at 10° C., is gradually added 1,500 g. (5.5 mol) of potassium persulfate. The reaction mixture is stirred at room temperature for 24 hours and carefully poured into 19 l. of ice water. The aqueous solution is extracted with chloroform and the extract is washed with sat. NaHCO3 and sat. NaCl solutions and dried over MgSO4. Evaporation of the solvent provides 698 g. (85%) of white solid. MP 101°-103° C. (lit.... The reactants are BrC1=C(C(=CC=C1)[N+](=O)[O-])F (1-bromo-2-fluoro-3-nitrobenzene), ClC1=C(N)C=CC=C1B1OC(C(O1)(C)C)(C)C (2-chloro-3-(4,4,5,5-tetramethyl-1,3,2-dioxaborolan-2-yl)aniline). The product is BrC=1C(=C(N)C=CC1)F (3-bromo-2-fluoroaniline). As a reaction SMILES: [Br:1][C:2]1[CH:7]=[CH:6][CH:5]=[C:4]([N+:8]([O-])=O)[C:3]=1[F:11].ClC1C(B2OC(C)(C)C(C)(C)O2)=CC=CC=1N>>[Br:1][C:2]1[C:3]([F:11])=[C:4]([CH:5]=[CH:6][CH:7]=1)[NH2:8]. Reported procedure: This material was prepared from 1-bromo-2-fluoro-3-nitrobenzene, following the procedure used for SM-9, step 2 (94%): LCMS (m/z) 189.9, tR=0.74 minute; 1H NMR (300 MHz, CDCl3) δ 3.81 (br s, 2H) 6.64-6.75 (m, 1H) 6.80 (t, J=8.2 Hz, 1H) 6.84-6.95 (m, 1H). Reactants: CC(C)C(C(=O)NOCc1ccccc1)N1C(=O)NC(COc2ccc(Br)cc2)C1=O, CO. Yields the product CC(C)C(C(=O)NO)N1C(=O)NC(COc2ccc(Br)cc2)C1=O. RXN SMILES: [CH2:1]([c:2]1[cH:3][cH:4][cH:5][cH:6][cH:7]1)[O:8][NH:9][C:10]([CH:11]([CH:12]([CH3:13])[CH3:14])[N:15]1[C:16](=[O:30])[NH:17][CH:18]([CH2:21][O:22][c:23]2[cH:24][cH:25][c:26]([Br:29])[cH:27][cH:28]2)[C:19]1=[O:20])=[O:31].[CH3:32][OH:33]>>[OH:8][NH:9][C:10]([CH:11]([CH:12]([CH3:13])[CH3:14])[N:15]1[C:16](=[O:30])[NH:17][CH:18]([CH2:21][O:22][c:23]2[cH:24][cH:25][c:26]([Br:29])[cH:27][cH:28]2)[C:19]1=[O:20])=[O:31]. Reactants: COc1ccc(CN)c(OC)c1, CCOC(C)=O, CS(C)=O, COc1ccc2ncc(Cl)nc2c1. Product: COc1ccc(CNc2cnc3ccc(OC)cc3n2)c(OC)c1. RXN SMILES: [CH3:14][O:15][c:16]1[c:17]([CH2:24][NH2:25])[cH:18][cH:19][c:20]([O:22][CH3:23])[cH:21]1.[CH3:26][CH2:27][O:28][C:29]([CH3:30])=[O:31].[CH3:32][S:33]([CH3:34])=[O:35].[Cl:1][c:2]1[n:3][c:4]2[cH:5][c:6]([O:12][CH3:13])[cH:7][cH:8][c:9]2[n:10][cH:11]1>>[c:2]1([NH:25][CH2:24][c:17]2[c:16]([O:15][CH3:14])[cH:21][c:20]([O:22][CH3:23])[cH:19][cH:18]2)[n:3][c:4]2[cH:5][c:6]([O:12][CH3:13])[cH:7][cH:8][c:9]2[n:10][cH:11]1. Reactants: C12(CC3CC(CC(C1)C3)C2)C(=O)NNC(=S)NC2=CC=CC=C2 (1-(1-adamantylcarbonyl)-4-phenyl thiosemicarbazide), [OH-].[Na+] (NaOH), N#N (N2). The product is C12(CC3CC(CC(C1)C3)C2)C=2N(C(=NN2)S)C2=CC=CC=C2 (5-(1-adamantyl)-4-phenyl-4H-1,2,4-triazole-3-thiol). As a reaction SMILES: [C:1]12([C:11]([NH:13][NH:14][C:15]([NH:17][C:18]3[CH:23]=[CH:22][CH:21]=[CH:20][CH:19]=3)=[S:16])=O)[CH2:10][CH:5]3[CH2:6][CH:7]([CH2:9][CH:3]([CH2:4]3)[CH2:2]1)[CH2:8]2.[OH-].[Na+].N#N>>[C:1]12([C:11]3[N:17]([C:18]4[CH:23]=[CH:22][CH:21]=[CH:20][CH:19]=4)[C:15]([SH:16])=[N:14][N:13]=3)[CH2:10][CH:5]3[CH2:6][CH:7]([CH2:9][CH:3]([CH2:4]3)[CH2:2]1)[CH2:8]2 |f:1.2|. Procedure details: A mixture of 1-(1-adamantylcarbonyl)-4-phenylthiosemicarbazide (C) (1.48 g) and 2 N NaOH (45 mL) was heated for I h under reflux in a N2 atmosphere and filtered. The filtrate was acidified with conc HCl to pH 4. The precipitated solid was filtered, washed with water and dried to give 5-(1-adamantyl)-4-phenyl-4H-1,2,4-triazole-3-thiol (11). MS: 312 (M+1).